Dataset: the Open Reaction Database (ORD), a public repository of structured organic reaction records. Task: describe an organic reaction: reactants, conditions, products, and yield The reactants are N(=C=O)C(C(=O)OCC)C=1SC=CC1 (α-isocyanato-2-thiopheneacetic acid, ethyl ester), NN1C(NC(C1)=O)=O (1-amino-2,4-dioxoimidazolidine). Run in O1CCOCC1 (dioxane). The product is O=C1N(CC(N1)=O)NC(=O)NC(C(=O)OCC)C=1SC=CC1 (α-[[[(2,4-dioxo-1-imidazolidinyl)-amino]carbonyl]amino]-2-thiopheneacetic acid, ethyl ester). As a reaction SMILES: [N:1]([CH:4]([C:10]1[S:11][CH:12]=[CH:13][CH:14]=1)[C:5]([O:7][CH2:8][CH3:9])=[O:6])=[C:2]=[O:3].[NH2:15][N:16]1[CH2:20][C:19](=[O:21])[NH:18][C:17]1=[O:22]>O1CCOCC1>[O:22]=[C:17]1[NH:18][C:19](=[O:21])[CH2:20][N:16]1[NH:15][C:2]([NH:1][CH:4]([C:10]1[S:11][CH:12]=[CH:13][CH:14]=1)[C:5]([O:7][CH2:8][CH3:9])=[O:6])=[O:3]. Procedure details: By reacting 10.60 g. of DL-α-isocyanato-2-thiopheneacetic acid, ethyl ester with 5.75 g. of 1-amino-2,4-dioxoimidazolidine in 250 ml. of dioxane according to the procedure of Example 5, 15.6 g. of DL-α-[[[(2,4-dioxo-1-imidazolidinyl)-amino]carbonyl]amino]-2-thiopheneacetic acid, ethyl ester is obtained, m.p. 151°-155°. Reaction SMILES: [CH:1]([C:4]1[CH:9]=[CH:8][C:7]([C:10]2[N:15]=[C:14]([NH:16][CH2:17][C:18]3[S:19][CH:20]=[CH:21][CH:22]=3)[CH:13]=[CH:12][N:11]=2)=[CH:6][CH:5]=1)([CH3:3])[CH3:2].[C:23]([O:27][C:28](=[O:31])[CH2:29]Br)([CH3:26])([CH3:25])[CH3:24]>C1COCC1>[C:23]([O:27][C:28](=[O:31])[CH2:29][N:16]([C:14]1[CH:13]=[CH:12][N:11]=[C:10]([C:7]2[CH:6]=[CH:5][C:4]([CH:1]([CH3:3])[CH3:2])=[CH:9][CH:8]=2)[N:15]=1)[CH2:17][C:18]1[S:19][CH:20]=[CH:21][CH:22]=1)([CH3:26])([CH3:25])[CH3:24]. Reported procedure: {[2-(4-Isopropyl-phenyl)-pyrimidin-4-yl]-thiophen-2-ylmethyl-amino}-acetic acid tert-butyl ester was prepared (149 mg) from [2-(4-isopropyl-phenyl)-pyrimidin-4-yl]-thiophen-2-ylmethyl-amine (135 mg, 0.44 mmol) and bromoacetic acid tert-butyl ester in THF by following the general procedure F. LCMS m/z: 425 (M+1)+. Yields the product C(C)(C)(C)OC(CN(CC=1SC=CC1)C1=NC(=NC=C1)C1=CC=C(C=C1)C(C)C)=O ({[2-(4-Isopropyl-phenyl)-pyrimidin-4-yl]-thiophen-2-ylmethyl-amino}-acetic acid tert-butyl ester). The reactants are C(C)(C)C1=CC=C(C=C1)C1=NC=CC(=N1)NCC=1SC=CC1 ([2-(4-isopropyl-phenyl)-pyrimidin-4-yl]-thiophen-2-ylmethyl-amine), C(C)(C)(C)OC(CBr)=O (bromoacetic acid tert-butyl ester). Run in C1CCOC1 (THF). Starting materials: N1N=CC=C1 (pyrazole), ClC1=NC=CC=C1Cl (2,3-dichloropyridine), C([O-])([O-])=O.[Cs+].[Cs+] (cesium carbonate), CN(C=O)C (N,N-dimethylformamide). Solvent: O (water). Run at temperature 100 celsius, time 8 hour. The product is ClC=1C(=NC=CC1)N1N=CC=C1 (3-chloro-2-(1H-pyrazol-1-yl)pyridine). Isolated yield 67.8%. Reaction SMILES: [NH:1]1[CH:5]=[CH:4][CH:3]=[N:2]1.Cl[C:7]1[C:12]([Cl:13])=[CH:11][CH:10]=[CH:9][N:8]=1.C(=O)([O-])[O-].[Cs+].[Cs+].CN(C)C=O>O>[Cl:13][C:12]1[C:7]([N:1]2[CH:5]=[CH:4][CH:3]=[N:2]2)=[N:8][CH:9]=[CH:10][CH:11]=1 |f:2.3.4|. Procedure details: A mixture of 2 g of pyrazole, 4.34 g of 2,3-dichloropyridine, 9.58 g of cesium carbonate and 40 ml N,N-dimethylformamide was stirred at 100° C. for 8 hours. The reaction mixture was allowed to cool to room temperature, and water was added thereto. The mixture was extracted with methyl tert-butyl ether three times. The organic layers were combined, washed successively with water and an aqueous saturated sodium chloride solution, dried over magnesium sulfate, and concentrated under reduced pressur... Reactants: [OH-].[K+] (potassium hydroxide), C1(=CC=CC=C1)P(C1=CC=CC=C1)C1=CC=CC=C1 (triphenyl phosphine), N(=[N+]=[N-])CC1=C(C(=CC=C1)Br)OC (1-azidomethyl-3-bromo-2-methoxy-benzene). Run in C1CCOC1 (THF), O (water). Conditions: time 8 hour. Product: BrC=1C(=C(CN)C=CC1)OC (3-bromo-2-methoxy-benzylamine). Reaction SMILES: [OH-].[K+].C1(P(C2C=CC=CC=2)C2C=CC=CC=2)C=CC=CC=1.[N:22]([CH2:25][C:26]1[CH:31]=[CH:30][CH:29]=[C:28]([Br:32])[C:27]=1[O:33][CH3:34])=[N+]=[N-]>C1COCC1.O>[Br:32][C:28]1[C:27]([O:33][CH3:34])=[C:26]([CH:31]=[CH:30][CH:29]=1)[CH2:25][NH2:22] |f:0.1|. Procedure: 1.1 g of potassium hydroxide (KOH) and 5.8 g of triphenyl phosphine (Ph3P) were added to a solution of 1-azidomethyl-3-bromo-2-methoxy-benzene 7 in 100 mL of THF and 10 mL of water. The mixture was stirred overnight at room temperature. The mixture was quenched with aqueous concentrated hydrochloride. After standard acid/base aqueous work up, 3.9 g of crude 3-bromo-2-methoxy-benzylamine 8 was obtained (after two steps). Starting materials: C(CCC)[Li] (n-butyllithium), BrC1=C(C2=C(OC(C(O2)(F)F)(F)F)C=C1)C (6-bromo-2,2,3,3,-tetrafluoro-5-methyl-1,4-benzodioxane), C(C)OCC (ethyl ether), isobutylaldehyde, Cl (hydrochloric acid). The solvent is O (water). Run at time 30 minute. Yields the product FC1(C(OC2=C(O1)C=CC(=C2C)C(C(C)C)O)(F)F)F (1-(2,2,3,3,-tetrafluoro-5-methyl-1,4-benzodioxan-6-yl)-2-methylpropanol). RXN SMILES: C([Li])[CH2:2][CH2:3][CH3:4].Br[C:7]1[CH:20]=[CH:19][C:10]2[O:11][C:12]([F:18])([F:17])[C:13]([F:16])([F:15])[O:14][C:9]=2[C:8]=1[CH3:21].[CH2:22]([O:24]CC)C.Cl>O>[F:17][C:12]1([F:18])[O:11][C:10]2[CH:19]=[CH:20][C:7]([CH:22]([OH:24])[CH:3]([CH3:2])[CH3:4])=[C:8]([CH3:21])[C:9]=2[O:14][C:13]1([F:16])[F:15]. Reported procedure: Under nitrogen atmosphere, 7.8 ml of n-butyllithium (1.57 M-n-hexane solution) was dropwise added at −50° C. to a mixture comprising 3.36 g of 6-bromo-2,2,3,3,-tetrafluoro-5-methyl-1,4-benzodioxane and 40.6 ml of ethyl ether, and then the mixture was stirred at the same temperature for 30 minutes. 0.89 g of isobutylaldehyde was dropwise added thereto at a temperature of at most −70° C., and the temperature was raised to room temperature followed by a reaction for 15 hours. After completion of th... Starting materials: CO, Nc1nc(C#CCC2CCN(C(=O)Oc3ccccc3Cl)CC2)nc2c1ncn2C1OC(CO)C(O)C1O, Cl, [Na+], [OH-]. The product is Nc1nc(C#CCC2CCN(C(=O)Oc3ccccc3Cl)CC2)nc2[nH]cnc12. As a reaction SMILES: [CH3:41][OH:42].[Cl:1][c:2]1[c:3]([O:4][C:5](=[O:6])[N:7]2[CH2:8][CH2:9][CH:10]([CH2:13][C:14]#[C:15][c:16]3[n:17][c:18]([NH2:34])[c:19]4[n:20][cH:21][n:22]([CH:23]5[O:24][CH:25]([CH2:26][OH:27])[CH:28]([OH:29])[CH:30]5[OH:31])[c:32]4[n:33]3)[CH2:11][CH2:12]2)[cH:35][cH:36][cH:37][cH:38]1.[ClH:43].[Na+:40].[OH-:39]>>[Cl:1][c:2]1[c:3]([O:4][C:5](=[O:6])[N:7]2[CH2:8][CH2:9][CH:10]([CH2:13][C:14]#[C:15][c:16]3[n:17][c:18]([NH2:34])[c:19]4[n:20][cH:21][nH:22][c:32]4[n:33]3)[CH2:11][CH2:12]2)[cH:35][cH:36][cH:37][cH:38]1. The reactants are ClC=1C(=C(C(=C(C1O)O)Cl)Cl)Cl (tetrachlorocatechol), [N+](=O)(O)[O-] (nitric acid). The product is C1(=C(C(=O)C(=O)C(=C1Cl)Cl)Cl)Cl (o-chloranil). Reaction SMILES: [Cl:1][C:2]1[C:3]([Cl:12])=[C:4]([Cl:11])[C:5]([Cl:10])=[C:6]([OH:9])[C:7]=1[OH:8].[N+]([O-])(O)=O>>[C:4]1([Cl:11])[C:3]([Cl:12])=[C:2]([Cl:1])[C:7](=[O:8])[C:6](=[O:9])[C:5]=1[Cl:10]. Reported procedure: The continuous oxidation involves a system of two container vessels for the reactants, a flow reactor, a quench reactor, and a scrubber. The FIGURE shows a laboratory arrangement as used for the Example below. Flask 1 is the storage for the tetrachlorocatechol slurry; flask 2 is the storage for concentrated nitric acid. Both flasks are cooled to between 0° C. and 5° C., e.g., by an icebath. Each flask is connected individually to the flow reactor 3 with pumps moving the reactants along at the de...